From a dataset of the Open Reaction Database (ORD), a public repository of structured organic reaction records. describe an organic reaction: reactants, conditions, products, and yield Starting materials: C(C1=CC=CC=C1)OC=1C=CC(=C2C=C(N(C12)C)C(=O)OCC)Cl (ethyl 7-benzyloxy-4-chloro-1-methyl-2-indolecarboxylate). Reagents/catalysts: [Pd] (palladium/carbon). Run in O1CCCC1 (tetrahydrofuran). Product: ClC1=C2C=C(N(C2=C(C=C1)O)C)C(=O)OCC (Ethyl 4-chloro-7-hydroxy-1-methyl-2-indolecarboxylate). As a reaction SMILES: C([O:8][C:9]1[CH:10]=[CH:11][C:12]([Cl:24])=[C:13]2[C:17]=1[N:16]([CH3:18])[C:15]([C:19]([O:21][CH2:22][CH3:23])=[O:20])=[CH:14]2)C1C=CC=CC=1>[Pd].O1CCCC1>[Cl:24][C:12]1[CH:11]=[CH:10][C:9]([OH:8])=[C:17]2[C:13]=1[CH:14]=[C:15]([C:19]([O:21][CH2:22][CH3:23])=[O:20])[N:16]2[CH3:18]. Reported procedure: The reaction was carried out in a manner similar to Reference Example 18 b) except for using 7.71 g (22.4 mmol) of ethyl 7-benzyloxy-4-chloro-1-methyl-2-indolecarboxylate, 0.50 g of 10% palladium/carbon and 150 ml of tetrahydrofuran. Ethyl 4-chloro-7-hydroxy-1-methyl-2-indolecarboxylate was thus obtained in the yield of 4.70 g (82.6%).